From a dataset of the Open Reaction Database (ORD), a public repository of structured organic reaction records. describe an organic reaction: reactants, conditions, products, and yield Starting materials: CC(C)([O-])C.[K+] (Potassium tert-butoxide), ClC=1C=CC=2N=C(N=C(C2N1)N1N=CN=C1)N (6-chloro-4-[1,2,4]triazol-1-yl-pyrido[3,2-d]pyrimidin-2-ylamine), COCCO (2-methoxyethanol). Solvent: C(Cl)Cl (DCM), C(Cl)Cl (DCM). Reaction conditions: time 10 minute. Yields the product ClC=1C=CC=2N=C(N=C(C2N1)OCCOC)N (6-chloro-4-(2-methoxy-ethoxy)-pyrido[3,2-d]pyrimidin-2-ylamine). Isolated yield 90.0%. RXN SMILES: CC(C)([O-])C.[K+].[Cl:7][C:8]1[CH:9]=[CH:10][C:11]2[N:12]=[C:13]([NH2:23])[N:14]=[C:15](N3C=NC=N3)[C:16]=2[N:17]=1.[CH3:24][O:25][CH2:26][CH2:27][OH:28]>C(Cl)Cl>[Cl:7][C:8]1[CH:9]=[CH:10][C:11]2[N:12]=[C:13]([NH2:23])[N:14]=[C:15]([O:28][CH2:27][CH2:26][O:25][CH3:24])[C:16]=2[N:17]=1 |f:0.1|. Reported procedure: Potassium tert-butoxide (4 mL; 1M in THF) was added to a suspension mixture of 6-chloro-4-[1,2,4]triazol-1-yl-pyrido[3,2-d]pyrimidin-2-ylamine (1 g) and 2-methoxyethanol (0.32 mL) in DCM (50 mL). After stirring at room temperature for 10 minutes, the mixture was diluted with DCM (100 mL) and washed with brine. The organic layer was dried over Na2SO4 and concentrated to afford 6-chloro-4-(2-methoxy-ethoxy)-pyrido[3,2-d]pyrimidin-2-ylamine as a beige solid (0.91 g, yield: 90%) which was characteri...